From a dataset of the Open Reaction Database (ORD), a public repository of structured organic reaction records. describe an organic reaction: reactants, conditions, products, and yield Starting materials: CCOC(=O)CC(=O)NCc1c(CC)nc2c(cnn2CC)c1NC1CCOCC1, CCO, Cl, [Li+], [OH-], O. Yields the product CCc1nc2c(cnn2CC)c(NC2CCOCC2)c1CNC(=O)CC(=O)O. Reaction SMILES: [CH2:1]([CH3:2])[n:3]1[n:4][cH:5][c:6]2[c:7]1[n:8][c:9]([CH2:29][CH3:30])[c:10]([CH2:19][NH:20][C:21]([CH2:22][C:23](=[O:24])[O:25][CH2:26][CH3:27])=[O:28])[c:11]2[NH:12][CH:13]1[CH2:14][CH2:15][O:16][CH2:17][CH2:18]1.[CH3:35][CH2:36][OH:37].[ClH:34].[Li+:32].[OH-:31].[OH2:33]>>[CH2:1]([CH3:2])[n:3]1[n:4][cH:5][c:6]2[c:7]1[n:8][c:9]([CH2:29][CH3:30])[c:10]([CH2:19][NH:20][C:21]([CH2:22][C:23](=[O:24])[OH:25])=[O:28])[c:11]2[NH:12][CH:13]1[CH2:14][CH2:15][O:16][CH2:17][CH2:18]1.